This data is from the Open Reaction Database (ORD), a public repository of structured organic reaction records. The task is: describe an organic reaction: reactants, conditions, products, and yield Starting materials: ClC=1NC2=C(N1)C=C(C(=C2)Cl)Cl (2,5,6-trichlorobenzimidazole), O1CCCC=C1 (3,4-dihydro-2H-pyran), C12(C(=O)CC(CC1)C2(C)C)CS(=O)(=O)O (camphor sulfonic acid), [OH-].[Na+] (sodium hydroxide). Solvent: O1CCCC1 (tetrahydrofuran). Run at time 3 hour. Yields the product ClC1=NC2=C(N1C1OCCCC1)C=C(C(=C2)Cl)Cl (2,5,6,-trichloro-N-tetrahydropyranyl-benzimidazole). Yield: 17.1%. Reaction SMILES: [Cl:1][C:2]1[NH:3][C:4]2[CH:10]=[C:9]([Cl:11])[C:8]([Cl:12])=[CH:7][C:5]=2[N:6]=1.[O:13]1[CH:18]=[CH:17][CH2:16][CH2:15][CH2:14]1.C12(CS(O)(=O)=O)C(C)(C)C(CC1)CC2=O.[OH-].[Na+]>O1CCCC1>[Cl:1][C:2]1[N:3]([CH:14]2[CH2:15][CH2:16][CH2:17][CH2:18][O:13]2)[C:4]2[CH:10]=[C:9]([Cl:11])[C:8]([Cl:12])=[CH:7][C:5]=2[N:6]=1 |f:3.4|. Procedure details: To a solution of 2,5,6-trichlorobenzimidazole (2.07 g, 9.33 mmol) in tetrahydrofuran (20 mL) were added 3,4-dihydro-2H-pyran (2.55 mL, 28.0 mmol) and camphor sulfonic acid (216 mg, 0.93 mmol). The mixture was stirred at room temperature for 3 hours, and the reaction mixture was neutralized by addition of 0.1M aqueous sodium hydroxide, then extracted with ethyl acetate. The organic layer was washed with saturated brine, dried over anhydrous sodium sulfate, and concentrated in vacuo. The residue w... The reactants are CC(C)(C)OC(=O)N1CCC(O)CC1, Cl, O=[N+]([O-])c1ccc(F)cc1, CN(C)C=O, O. The product is CC(C)(C)OC(=O)N1CCC(Oc2ccc([N+](=O)[O-])cc2)CC1. As a reaction SMILES: [C:1]([CH3:2])([CH3:3])([CH3:4])[O:5][C:6](=[O:7])[N:8]1[CH2:9][CH2:10][CH:11]([OH:14])[CH2:12][CH2:13]1.[ClH:26].[F:15][c:16]1[cH:17][cH:18][c:19]([N+:22](=[O:23])[O-:24])[cH:20][cH:21]1.[O:27]=[CH:28][N:29]([CH3:30])[CH3:31].[OH2:25]>>[C:1]([CH3:2])([CH3:3])([CH3:4])[O:5][C:6](=[O:7])[N:8]1[CH2:9][CH2:10][CH:11]([O:14][c:16]2[cH:17][cH:18][c:19]([N+:22](=[O:23])[O-:24])[cH:20][cH:21]2)[CH2:12][CH2:13]1. Solvent: CCO (EtOH). Product: C(C)(C)(C)OC(=O)N1[C@@H](CN([C@H](C1)CN1C[C@@H](CC1)F)CC(=O)O)C ((2R,5S)-4-Carboxymethyl-5-((R)-3-fluoro-pyrrolidin-1-ylmethyl)-2-methyl-piperazine-1-carboxylic acid tert-butyl ester). As a reaction SMILES: [C:1]([O:5][C:6]([N:8]1[CH2:13][C@H:12]([CH2:14][N:15]2[CH2:19][CH2:18][C@@H:17]([F:20])[CH2:16]2)[N:11]([CH2:21][C:22]([O:24]CC2C=CC=CC=2)=[O:23])[CH2:10][C@H:9]1[CH3:32])=[O:7])([CH3:4])([CH3:3])[CH3:2]>CCO>[C:1]([O:5][C:6]([N:8]1[CH2:13][C@H:12]([CH2:14][N:15]2[CH2:19][CH2:18][C@@H:17]([F:20])[CH2:16]2)[N:11]([CH2:21][C:22]([OH:24])=[O:23])[CH2:10][C@H:9]1[CH3:32])=[O:7])([CH3:4])([CH3:2])[CH3:3]. Reported procedure: Prepared from (2R,5S)-4-benzyloxycarbonylmethyl-5-((R)-3-fluoro-pyrrolidin-1-ylmethyl)-2-methyl-piperazine-1-carboxylic acid tert-butyl ester using a similar method to that described in Preparation 272 (EtOH used as solvent). 1H NMR (CDCl3): 10.12-9.12 (1H, brs), 5.27 (1H, d), 4.17-3.89 (1H, m), 3.81-3.45 (3H, m), 3.45-2.78 (8H, m), 2.78-2.43 (2H, m), 2.42-1.99 (2H, m), 1.47 (9H, s), 1.23 (3H, d). Reactants: C(C)(C)(C)OC(=O)N1[C@@H](CN([C@H](C1)CN1C[C@@H](CC1)F)CC(=O)OCC1=CC=CC=C1)C ((2R,5S)-4-benzyloxycarbonylmethyl-5-((R)-3-fluoro-pyrrolidin-1-ylmethyl)-2-methyl-piperazine-1-carboxylic acid tert-butyl ester). Starting materials: C(C)OC(CC(CCCCCCCNC1=NC=CC=N1)C=1C=NC(=NC1)C)=O (3-(2-Methyl-pyrimidin-5-yl)-10-(pyrimidin-2-ylamino)-decanoic acid ethyl ester), [OH-].[Na+] (NaOH), Cl (HCl). Solvent: O1CCOCC1 (1,4-dioxane). Yields the product CC1=NC=C(C=N1)C(CC(=O)O)CCCCCCCNC1=NC=CC=N1 (3-(2-Methyl-pyrimidin-5-yl)-10-(pyrimidin-2-ylamino)-decanoic acid). Isolated yield 57.1%. Reaction SMILES: C([O:3][C:4](=[O:28])[CH2:5][CH:6]([C:21]1[CH:22]=[N:23][C:24]([CH3:27])=[N:25][CH:26]=1)[CH2:7][CH2:8][CH2:9][CH2:10][CH2:11][CH2:12][CH2:13][NH:14][C:15]1[N:20]=[CH:19][CH:18]=[CH:17][N:16]=1)C.[OH-].[Na+].Cl>O1CCOCC1>[CH3:27][C:24]1[N:25]=[CH:26][C:21]([CH:6]([CH2:7][CH2:8][CH2:9][CH2:10][CH2:11][CH2:12][CH2:13][NH:14][C:15]2[N:16]=[CH:17][CH:18]=[CH:19][N:20]=2)[CH2:5][C:4]([OH:28])=[O:3])=[CH:22][N:23]=1 |f:1.2|. Procedure details: A solution of 24-8 (170 mg, 0.441 mmol) in 1,4-dioxane (2 mL) was treated with 1M aqueous NaOH (1.50 mL) at room temperature (90 min). The reaction was neutralized with 1M aqueous HCl (1.50 mL) and the solvents were removed in vacuo. PCTLC (SiO2, 2 mm, 10% MeOH; 25% EtOAc, 65% CHCl3) afforded 24-9 (90 mg). Starting materials: O[C@H](C(=O)OC)CC(C)C (methyl (2S)-2-hydroxy-4-methylpentanoate), ClC(C(OCC1=CC=CC=C1)=N)(Cl)Cl (benzyl 2,2,2-trichloroacetimidate). Solvent: C(Cl)Cl (CH2Cl2), C(Cl)Cl (CH2Cl2). Product: C(C1=CC=CC=C1)O[C@H](C(=O)OC)CC(C)C (methyl (2S)-2-benzoxy-4-methylpentanoate). Isolated yield 74.7%. Reaction SMILES: [OH:1][C@@H:2]([CH2:7][CH:8]([CH3:10])[CH3:9])[C:3]([O:5][CH3:6])=[O:4].ClC(Cl)(Cl)C(=N)O[CH2:15][C:16]1[CH:21]=[CH:20][CH:19]=[CH:18][CH:17]=1>C(Cl)Cl>[CH2:15]([O:1][C@@H:2]([CH2:7][CH:8]([CH3:10])[CH3:9])[C:3]([O:5][CH3:6])=[O:4])[C:16]1[CH:21]=[CH:20][CH:19]=[CH:18][CH:17]=1. Reported procedure: To a stirred solution of methyl (2S)-2-hydroxy-4-methylpentanoate (0.5 g, 3.4 mmol) in anhydrous CH2Cl2 (10 mL) at R.T. under Ar was added benzyl 2,2,2-trichloroacetimidate (1.4 mL, 6.8 mmol) and trifluoromethylsulfonyl acid (25 μl). After 30 min the reaction mixture was taken up in CH2Cl2 (20 mL). The organic layer was washed with sat. NaCl (2×10 mL), 1N HCl (2×10 mL), sat. NaCl (2×10 mL), dried (MgSO4), filtered and concentrated. Purification by flash chromatography on silica gel (EA:H; 1:10) ...